This data is from the Open Reaction Database (ORD), a public repository of structured organic reaction records. The task is: describe an organic reaction: reactants, conditions, products, and yield Reactants: Cc1ccccc1O, COC(=O)C(=COCF)c1ccccc1CBr, CC#N, C1COCCOCCOCCOCCOCCO1, O. The product is COC(=O)C(=COCF)c1ccccc1COc1ccccc1C. As a reaction SMILES: [CH3:18][c:19]1[cH:20][cH:21][cH:22][cH:23][c:24]1[OH:25].[CH3:1][O:2][C:3]([C:4](=[CH:5][O:6][CH2:7][F:8])[c:9]1[c:10]([CH2:15][Br:16])[cH:11][cH:12][cH:13][cH:14]1)=[O:17].[CH3:45][C:46]#[N:47].[O:26]1[CH2:27][CH2:28][O:29][CH2:30][CH2:31][O:32][CH2:33][CH2:34][O:35][CH2:36][CH2:37][O:38][CH2:39][CH2:40][O:41][CH2:42][CH2:43]1.[OH2:44]>>[CH3:1][O:2][C:3]([C:4](=[CH:5][O:6][CH2:7][F:8])[c:9]1[c:10]([CH2:15][O:25][c:24]2[c:19]([CH3:18])[cH:20][cH:21][cH:22][cH:23]2)[cH:11][cH:12][cH:13][cH:14]1)=[O:17].